From a dataset of the Open Reaction Database (ORD), a public repository of structured organic reaction records. describe an organic reaction: reactants, conditions, products, and yield Reactants: C[C@@]1(N(CC(C1)O)C(=O)OC(C)(C)C)C(=O)O (methyl 1-(tert-butoxycarbonyl)-4-hydroxyproline), C1=CC=C(C=C1)P(C2=CC=CC=C2)C3=CC=CC=C3 (Ph3P), FC1=C(C=CC(=C1)F)O (2,4-difluorophenol), CC(C)OC(=O)/N=N/C(=O)OC(C)C (DIAD). The solvent is C1CCOC1 (THF). Product: C(C)(C)(C)OC(=O)N1C(CC(C1)OC1=C(C=C(C=C1)F)F)C(=O)OC (methyl 1-(tert-butoxycarbonyl)-4-(2,4-difluorophenoxy)pyrrolidine-2-carboxylate). Isolated yield 99.9%. Reaction SMILES: C[C@@:2]1([C:15]([OH:17])=[O:16])[CH2:6][CH:5]([OH:7])[CH2:4][N:3]1[C:8]([O:10][C:11]([CH3:14])([CH3:13])[CH3:12])=[O:9].[CH:18]1C=CC(P(C2C=CC=CC=2)C2C=CC=CC=2)=CC=1.[F:37][C:38]1[CH:43]=[C:42]([F:44])[CH:41]=[CH:40][C:39]=1O.CC(OC(/N=N/C(OC(C)C)=O)=O)C>C1COCC1>[C:11]([O:10][C:8]([N:3]1[CH2:4][CH:5]([O:7][C:41]2[CH:40]=[CH:39][C:38]([F:37])=[CH:43][C:42]=2[F:44])[CH2:6][CH:2]1[C:15]([O:17][CH3:18])=[O:16])=[O:9])([CH3:12])([CH3:13])[CH3:14]. Reported procedure: To a stirred solution of methyl 1-(tert-butoxycarbonyl)-4-hydroxyproline (4.0 g, 16.3 mmol), Ph3P (5.14 g, 19.6 mmol), and 2,4-difluorophenol (2.55 g, 19.6 mmol) in THF (50 ml) was added DIAD (3.9 ml, 19.6 mmol), and the mixture was heated at reflux for 3 h. After cooling to room temperature, the mixture was concntrated in vacuo and the residue was chromatographed on silica gel with CHCl3-EtOAc (4:1) to give methyl 1-(tert-butoxycarbonyl)-4-(2,4-difluorophenoxy)pyrrolidine-2-carboxylate (5.82 g,... Starting materials: C(C)(=O)C1(CC2=C(C=3C(C4=CC=CC(=C4C(C3C=C2CC1)=O)O)=O)O)O ((±)-2-acetyl-2,7,12-trihydroxy-1,2,3,4-tetrahydronaphthacene-6,11-dione), C(CO)O (ethylene glycol). Run in C1=CC=CC=C1 (benzene). Product: C1OC(C)(OC1)C1(CC2=C(C=3C(C4=CC=CC(=C4C(C3C=C2CC1)=O)O)=O)O)O ((±)-2-(1,1-ETHYLENEDIOXYETHYL)-2,7,12-TRIHYDROXY-1,2,3,4-TETRAHYDRONAPHTHACENE-6,11-DIONE). As a reaction SMILES: [C:1]([C:4]1([OH:26])[CH2:21][CH2:20][C:19]2[C:6](=[C:7]([OH:25])[C:8]3[C:9](=[O:24])[C:10]4[C:15]([C:16](=[O:22])[C:17]=3[CH:18]=2)=[C:14]([OH:23])[CH:13]=[CH:12][CH:11]=4)[CH2:5]1)(=[O:3])[CH3:2].[CH2:27](O)[CH2:28][OH:29]>C1C=CC=CC=1>[CH2:27]1[CH2:28][O:29][C:1]([C:4]2([OH:26])[CH2:21][CH2:20][C:19]3[C:6](=[C:7]([OH:25])[C:8]4[C:9](=[O:24])[C:10]5[C:15]([C:16](=[O:22])[C:17]=4[CH:18]=3)=[C:14]([OH:23])[CH:13]=[CH:12][CH:11]=5)[CH2:5]2)([CH3:2])[O:3]1. Reported procedure: A solution of (±)-2-acetyl-2,7,12-trihydroxy-1,2,3,4-tetrahydronaphthacene-6,11-dione (740 mg; 2.1 mmol) and ethylene glycol (280 mg; 4.4 mmol) in 400 ml of benzene, in the presence of a catalytic quantity of paratoluenesulfonic acid, is heated under reflux for 12 hours in a 500 ml round-bottomed flask. The flask is equipped with a "Dean Stark" apparatus (making it possible to remove the water formed as an azeotrope with benzene). Reactants: TEA, N(C(=O)C)C1=CC=C(O)C=C1 (paracetamol), Cl.C(C1=CN=CC=C1)(=O)Cl (nicotinoyl chloride hydrochloride). The solvent is C1CCOC1 (THF). Run at time 24 hour. Product: C(C1=CN=CC=C1)(=O)OC1=CC=C(C=C1)NC(C)=O (4-acetamidophenyl nicotinate). Yield: 78.0%. Reaction SMILES: [NH:1]([C:5]1[CH:11]=[CH:10][C:8]([OH:9])=[CH:7][CH:6]=1)[C:2]([CH3:4])=[O:3].Cl.[C:13](Cl)(=[O:20])[C:14]1[CH:19]=[CH:18][CH:17]=[N:16][CH:15]=1>C1COCC1>[C:13]([O:9][C:8]1[CH:10]=[CH:11][C:5]([NH:1][C:2](=[O:3])[CH3:4])=[CH:6][CH:7]=1)(=[O:20])[C:14]1[CH:19]=[CH:18][CH:17]=[N:16][CH:15]=1 |f:1.2|. Procedure details: TEA (1.2 ml, 8.6 mmol, 5.0 eq) was added to a solution of paracetamol [4147] (0.26 g, 1.7 mmol, 1.0 eq) in dry THF under argon atmosphere. At 0° C., nicotinoyl chloride hydrochloride [296] (1.53 gm, 8.6 mmol, 5.0 eq) was added to the above reaction mixture. The reaction mixture was stirred at room temperature for 24 h. After 24 h, organic solvent was evaporated under vacuum and residue was dissolved in dichloromethane (50 ml) and washed with a 10% solution of NaHCO3 (15 ml) and then with brine (... Starting materials: C(Cl)Cl (CH2Cl2), C(Br)(Br)(Br)Br (CBr4), C1=CC=C(C=C1)P(C2=CC=CC=C2)C3=CC=CC=C3 (Ph3P), OCC1=C(C=C(C#N)C=C1)O (4-Hydroxymethyl-3-hydroxybenzonitrile), CN(C)C=O (DMF). Conditions: time 1.5 hour. Yields the product BrCC1=CC(=C(C#N)C=C1)O (4-Bromomethyl-2-hydroxybenzonitrile). As a reaction SMILES: OC[C:3]1[CH:10]=[CH:9][C:6]([C:7]#[N:8])=[CH:5][C:4]=1O.C(Cl)Cl.[C:15]([Br:19])(Br)(Br)Br.C1C=CC(P(C2C=CC=CC=2)C2C=CC=CC=2)=CC=1.CN(C=[O:43])C>>[Br:19][CH2:15][C:3]1[CH:10]=[CH:9][C:6]([C:7]#[N:8])=[C:5]([OH:43])[CH:4]=1. Reported procedure: 4-Hydroxymethyl-3-hydroxybenzonitrile (0.20 g, 1.34 mmol) was dissolved in DMF (5 mL): CH2Cl2 (5 mL), treated with CBr4 (0.666 g, 2.01 mmol) and Ph3P (0.527 g, 2.01 mmol), and stirred for 1.5 hr at ambient temperature. The reaction mixture was partitioned between EtOAc (100 mL)--H2O (100 mL), the organic layer separated, dried (MgSO4), filtered, and concentrated to give the title compound after chromatography (SiO2, 15% EtOAc in hexane).